From a dataset of the Open Reaction Database (ORD), a public repository of structured organic reaction records. describe an organic reaction: reactants, conditions, products, and yield Starting materials: ClC1=NC=CC=C1CO (2-chloro-3-(hydroxymethyl)pyridine), N1C=NC=C1 (imidazole), [Si](C)(C)(C(C)(C)C)Cl (tert-butyldimethylsilyl chloride). The solvent is C(C)OCC (diethyl ether), CN(C=O)C (N,N-dimethylformamide). Reaction conditions: time 17 hour. Product: [Si](C)(C)(C(C)(C)C)OCC=1C(=NC=CC1)Cl (3-tert-Butyldimethylsilyloxymethyl-2-chloropyridine). Isolated yield 73.3%. Reaction SMILES: [Cl:1][C:2]1[C:7]([CH2:8][OH:9])=[CH:6][CH:5]=[CH:4][N:3]=1.N1C=CN=C1.[Si:15](Cl)([C:18]([CH3:21])([CH3:20])[CH3:19])([CH3:17])[CH3:16]>CN(C)C=O.C(OCC)C>[Si:15]([O:9][CH2:8][C:7]1[C:2]([Cl:1])=[N:3][CH:4]=[CH:5][CH:6]=1)([C:18]([CH3:21])([CH3:20])[CH3:19])([CH3:17])[CH3:16]. Procedure: To a solution of 2-chloro-3-(hydroxymethyl)pyridine (Read, M. W; and Ray, P. S.; J. Heterocyclic. Chem., 1995, 32, 1595-1597., 2.81 g, 19.1 mmol) and imidazole (3.25 g, 47.7 mmol) in N,N-dimethylformamide (30 ml) was added tert-butyldimethylsilyl chloride (3.74 g, 24.8 mmol) at 0° C. The mixture was allowed to warm to room temperature and stirred for 17 h. The solution was diluted with diethyl ether (200 ml), and the resulting solution was washed with water (100 ml×3), and dried (MgSO4). Removal... Reactants: N1CCC(CC1)N1C(NC2=CC=CC=C2C1)=O (3-(piperidin-4-yl)-3,4-dihydroquinazolin-2(1H)-one), CC=1N=C(NC1)C(CC1=CC2=CN(N=C2C(=C1)C)COCC[Si](C)(C)C)NC(OC(C)(C)C)=O (tert-Butyl 1-(4-methyl-1H-imidazol-2-yl)-2-(7-methyl-2-((2-(trimethylsilyl)ethoxy)methyl)-2H-indazol-5-yl)ethylcarbamate), Cl (hydrochloric acid), C(=O)(C=1NC=CN1)C=1NC=CN1 (carbonyl diimidazole), C(C)(C)N(CC)C(C)C (diisopropylethylamine). Run in C(C)(=O)OCC (ethyl acetate). Conditions: temperature 0 celsius, time 3 day. Product: CC=1N=C(NC1)C(CC=1C=C2C=NNC2=C(C1)C)NC(=O)N1CCC(CC1)N1C(NC2=CC=CC=C2C1)=O ((±)-N-(1-(4-Methyl-1H-imidazol-2-yl)-2-(7-methyl-1H-indazol-5-yl)ethyl)-4-(2-oxo-1,2-dihydroquinazolin-3(4H)-yl)piperidine-1-carboxamide). Reaction SMILES: [CH3:1][C:2]1[N:3]=[C:4]([CH:7]([NH:27][C:28](=[O:34])OC(C)(C)C)[CH2:8][C:9]2[CH:17]=[C:16]([CH3:18])[C:15]3[C:11](=[CH:12][N:13](COCC[Si](C)(C)C)[N:14]=3)[CH:10]=2)[NH:5][CH:6]=1.Cl.C(C1NC=CN=1)(C1NC=CN=1)=O.C(N(C(C)C)CC)(C)C.[NH:57]1[CH2:62][CH2:61][CH:60]([N:63]2[CH2:72][C:71]3[C:66](=[CH:67][CH:68]=[CH:69][CH:70]=3)[NH:65][C:64]2=[O:73])[CH2:59][CH2:58]1>C(OCC)(=O)C>[CH3:1][C:2]1[N:3]=[C:4]([CH:7]([NH:27][C:28]([N:57]2[CH2:58][CH2:59][CH:60]([N:63]3[CH2:72][C:71]4[C:66](=[CH:67][CH:68]=[CH:69][CH:70]=4)[NH:65][C:64]3=[O:73])[CH2:61][CH2:62]2)=[O:34])[CH2:8][C:9]2[CH:10]=[C:11]3[C:15](=[C:16]([CH3:18])[CH:17]=2)[NH:14][N:13]=[CH:12]3)[NH:5][CH:6]=1. Reported procedure: tert-Butyl 1-(4-methyl-1H-imidazol-2-yl)-2-(7-methyl-2-((2-(trimethylsilyl)ethoxy)methyl)-2H-indazol-5-yl)ethylcarbamate (25.2 mg, 0.052 mmol) was dissolved in a minimum amount of ethyl acetate, and treated with hydrochloric acid (4 N in dioxane, 1.5 mL). The mixture was stirred under nitrogen for 3 days. After removal of the solvents, the crude mixture was treated with diethyl ether to give a precipitate which was filtered. The resulting solid was dissolved in dimethylformamide (1.0 mL), cooled... The reactants are COCOC=1C=C(C=O)C=C(C1C\C=C\C1=CC=CC=C1)OCOC (3,5-bis-methoxymethoxy-4-((E)-3-phenyl-allyl)-benzaldehyde), [OH-].[Na+] (NaOH). The reagents and catalysts are [N+](=O)([O-])[O-].[Ag+] (AgNO3). Run in CO.O (MeOH H2O). Reaction conditions: time 8 hour. Yields the product COCOC=1C=C(C(=O)O)C=C(C1C\C=C\C1=CC=CC=C1)OCOC (3,5-Bis-methoxymethoxy-4-((E)-3-phenyl-allyl)-benzoic acid). Isolated yield 72.1%. Reaction SMILES: [CH3:1][O:2][CH2:3][O:4][C:5]1[CH:6]=[C:7]([CH:10]=[C:11]([O:22][CH2:23][O:24][CH3:25])[C:12]=1[CH2:13]/[CH:14]=[CH:15]/[C:16]1[CH:21]=[CH:20][CH:19]=[CH:18][CH:17]=1)[CH:8]=[O:9].[OH-:26].[Na+]>CO.O.[N+]([O-])([O-])=O.[Ag+]>[CH3:25][O:24][CH2:23][O:22][C:11]1[CH:10]=[C:7]([CH:6]=[C:5]([O:4][CH2:3][O:2][CH3:1])[C:12]=1[CH2:13]/[CH:14]=[CH:15]/[C:16]1[CH:17]=[CH:18][CH:19]=[CH:20][CH:21]=1)[C:8]([OH:26])=[O:9] |f:1.2,3.4,5.6|. Procedure details: To a solution of 3,5-bis-methoxymethoxy-4-((E)-3-phenyl-allyl)-benzaldehyde (220f) (42 g, 0.12 mol) in MeOH/H2O (500 mL) was added AgNO3 (21 g, 0.12 mol), followed by NaOH (15 g, 0.36 mol) in one portion at room temperature. The mixture was stirred at room temperature overnight and then filtered. The filtrate was concentrated under vacuum to remove MeOH. The residue was extracted with Et2O (2×100 mL) to remove impurities. The aqueous layer was acidified with conc. HCl to pH 4. The resulting whit... The reactants are C(C)O[SiH](OCC)OCC (triethoxysilane), C(C=C)OC1=CC=C(C=C1)C=1OC2=C(N1)C=CC=C2 (2-(4-allyloxyphenyl)-benzoxazole), C(C)O[SiH](OCC)OCC (triethoxysilane). Solvent: C1(=CC=CC=C1)C (toluene). Run at temperature 70 celsius. Yields the product O1C=NC2=C1C=CC=C2 (benzoxazole). As a reaction SMILES: C(O[SiH](OCC)OCC)C.C(OC1C=CC([C:21]2[O:22][C:23]3[CH:29]=[CH:28][CH:27]=[CH:26][C:24]=3[N:25]=2)=CC=1)C=C>C1(C)C=CC=CC=1>[O:22]1[C:23]2[CH:29]=[CH:28][CH:27]=[CH:26][C:24]=2[N:25]=[CH:21]1. Procedure details: A 250 ml round bottom flask, equipped with a reflux condenser and an oil bath with a magnetic stirrer was charged with 4.0 g (22 mmol) triethoxysilane and 5.0 g (20 mmol) of the above 2-(4-allyloxyphenyl)-benzoxazole in 100 ml of toluene under nitrogen atmosphere. The reaction mixture was heated to 70° C. and a catalytic amount of divinyl-tetramethyl disiloxane platinum complex was added. After the reaction mixture was heated for 2 hours, another 1.8 g (11 mmol) triethoxysilane were added and th... Reactants: [OH-].[Na+] (sodium hydroxide), C(C)OC(COC1=C(C=C(C=C1)SC1=CC(=CC(=C1)C#CCN1CCOCC1)OCC(CC)CC)C)=O ({4-[3-(2-Ethyl-butoxy)-5-(3-morpholin-4-yl-prop-1-ynyl)-phenylsulfanyl]-2-methylphenoxy}-acetic acid ethyl ester), Cl (hydrochloric acid). Run in C(C)O (ethanol). Run at time 16 hour. Product: C(C)C(COC=1C=C(C=C(C1)C#CCN1CCOCC1)SC1=CC(=C(OCC(=O)O)C=C1)C)CC ({4-[3-(2-Ethyl-butoxy)-5-(3-morpholin-4-yl-prop-1-ynyl)-phenylsulfanyl]-2-methyl-phenoxy}-acetic Acid). Reaction SMILES: C([O:3][C:4](=[O:37])[CH2:5][O:6][C:7]1[CH:12]=[CH:11][C:10]([S:13][C:14]2[CH:19]=[C:18]([C:20]#[C:21][CH2:22][N:23]3[CH2:28][CH2:27][O:26][CH2:25][CH2:24]3)[CH:17]=[C:16]([O:29][CH2:30][CH:31]([CH2:34][CH3:35])[CH2:32][CH3:33])[CH:15]=2)=[CH:9][C:8]=1[CH3:36])C.[OH-].[Na+].Cl>C(O)C>[CH2:34]([CH:31]([CH2:32][CH3:33])[CH2:30][O:29][C:16]1[CH:15]=[C:14]([S:13][C:10]2[CH:11]=[CH:12][C:7]([O:6][CH2:5][C:4]([OH:37])=[O:3])=[C:8]([CH3:36])[CH:9]=2)[CH:19]=[C:18]([C:20]#[C:21][CH2:22][N:23]2[CH2:28][CH2:27][O:26][CH2:25][CH2:24]2)[CH:17]=1)[CH3:35] |f:1.2|. Procedure details: {4-[3-(2-Ethyl-butoxy)-5-(3-morpholin-4-yl-prop-1-ynyl)-phenylsulfanyl]-2-methylphenoxy}-acetic acid ethyl ester (210 mg; 0.40 mmol) was dissolved in ethanol (10 mL), and aqueous 1 N sodium hydroxide (3 mL) was added. The reaction mixture was stirred for 16 h. acidified with 1 N aqueous hydrochloric acid and extracted with ethyl acetate. The organic phase was dried and evaporated to dryness and purified by prep HPLC (method B). Yield: 144 mg (73%). HPLC-MS: m/z: 498.2 (M+H)+; Rt: 1.97 min. The reactants are Cl (HCl), C1(=CC=CC=C1)C(O)(C1CCNCC1)C1=CC=CC=C1 (α,α -diphenyl-4-piperidinemethanol), ClCCCC(=O)C1=CC=CC=C1 (4-chlorobutyrophenone), C([O-])(O)=O.[Na+] (sodium bicarbonate), [I-].[K+] (potassium iodide). Run in C1(=CC=CC=C1)C (toluene), C(C)OCC (diethyl ether). Yields the product Cl.OC(C1=CC=CC=C1)(C1=CC=CC=C1)C1CCN(CC1)CCCC(=O)C1=CC=CC=C1 (4-[4-(α -Hydroxy-α -phenylbenzyl)piperidino] butyrophenone hydrochloride). Reaction SMILES: [C:1]1([C:7]([C:15]2[CH:20]=[CH:19][CH:18]=[CH:17][CH:16]=2)([CH:9]2[CH2:14][CH2:13][NH:12][CH2:11][CH2:10]2)[OH:8])[CH:6]=[CH:5][CH:4]=[CH:3][CH:2]=1.[Cl:21][CH2:22][CH2:23][CH2:24][C:25]([C:27]1[CH:32]=[CH:31][CH:30]=[CH:29][CH:28]=1)=[O:26].C(=O)(O)[O-].[Na+].[I-].[K+].Cl>C1(C)C=CC=CC=1.C(OCC)C>[ClH:21].[OH:8][C:7]([CH:9]1[CH2:14][CH2:13][N:12]([CH2:22][CH2:23][CH2:24][C:25]([C:27]2[CH:32]=[CH:31][CH:30]=[CH:29][CH:28]=2)=[O:26])[CH2:11][CH2:10]1)([C:15]1[CH:20]=[CH:19][CH:18]=[CH:17][CH:16]=1)[C:1]1[CH:2]=[CH:3][CH:4]=[CH:5][CH:6]=1 |f:2.3,4.5,9.10|. Procedure details: To 53.4 g (0.2 mole) of α,α -diphenyl-4-piperidinemethanol in 1 liter of toluene was added 38.4 g (0.21 mole) of 4-chlorobutyrophenone, 21 g (0.25 mole) of sodium bicarbonate and 0.1 g of potassium iodide. The mixture was stirred and refluxed for 72 hours then filtered. The filtrate was concentrated to 300 ml and allowed to stand at room temperature until a precipitate formed. The precipitate was filtered off and dissolved in hot toluene, filtered and cooled. A solid formed which was dissolved i... Solvent: O (H2O), C(Cl)Cl (CH2Cl2), COCCOCCN(CCOCCOC)CCOCCOC (TDA-1), COCCOCCN(CCOCCOC)CCOCCOC (tris[2-(2-methoxyethoxy)ethyl]amine). Starting materials: O1COCC1 (dioxolane), [Br-].O1C(OCC1)C[P+](C1=CC=CC=C1)(C1=CC=CC=C1)C1=CC=CC=C1 (1,3-dioxolan-2-ylmethyltriphenylphosphonium bromide), C1(=CC=CC=C1)C1(C2=CC=CC=C2C=2C=CC=CC12)C=O (9-Phenyl-9-fluorene carboxaldehyde), C(=O)([O-])[O-].[K+].[K+] (K2CO3). As a reaction SMILES: [C:1]1([C:7]2(C=O)[C:19]3[CH:18]=[CH:17][CH:16]=[CH:15][C:14]=3[C:13]3[C:8]2=[CH:9][CH:10]=[CH:11][CH:12]=3)[CH:6]=[CH:5][CH:4]=[CH:3][CH:2]=1.[Br-].[O:23]1[CH2:27][CH2:26][O:25][CH:24]1[CH2:28][P+](C1C=CC=CC=1)(C1C=CC=CC=1)C1C=CC=CC=1.[C:48]([O-])([O-])=O.[K+].[K+].O1CCOC1>C(Cl)Cl.COCCOCCN(CCOCCOC)CCOCCOC.O>[C:1]1([C:7]2([CH:48]=[CH:28][CH:24]3[O:23][CH2:27][CH2:26][O:25]3)[C:19]3[CH:14]=[CH:15][CH:16]=[CH:17][C:18]=3[C:9]3[C:8]2=[CH:13][CH:12]=[CH:11][CH:10]=3)[CH:2]=[CH:3][CH:4]=[CH:5][CH:6]=1 |f:1.2,3.4.5|. Procedure details: 9-Phenyl-9-fluorene carboxaldehyde is dissolved in CH2Cl2 with TDA-1 {tris[2-(2-methoxyethoxy)ethyl]amine} (1 eq). 1,3-dioxolan-2-ylmethyltriphenylphosphonium bromide (1.1 eq) is added followed by a solution of sat. aq K2CO3. The mixture is warmed to reflux and stirred for 15 h. The reaction mixture is diluted with H2O and the resulting mixture is extracted with CH2Cl2. The organic layer is washed consecutively with H2O, 2% aq HCl, and H2O, dried (Na2SO4), and concentrated in vacuo. Purification... The product is C1(=CC=CC=C1)C1(C2=CC=CC=C2C=2C=CC=CC12)C=CC1OCCO1 (2-(9-Phenyl-9-flourenyl)ethenyl-1,3-dioxolane). Run at time 15 hour.